describe an organic reaction: reactants, conditions, products, and yield From a dataset of the Open Reaction Database (ORD), a public repository of structured organic reaction records. The reactants are C(\C=C\C(=O)O)(=O)O (fumaric acid), FC1=CC2=C(C(=NO2)C2CCNCC2)C=C1 (6-fluoro-(4-piperidinyl)-1,2-benzisoxazole), C(=O)([O-])[O-].[K+].[K+] (K2CO3), COC1=C(C=CC=C1)CCCCl (3-(2-methoxyphenyl)propyl chloride). The solvent is C(C)O (ethanol), C(C)#N (acetonitrile). Reaction conditions: temperature 90 celsius. Product: C(\C=C\C(=O)O)(=O)O.FC1=CC2=C(C(=NO2)C2CCN(CC2)CCCOC2=C(C=CC=C2)OC)C=C1 (6-fluoro-3-[1-[3-(2-methoxyphenoxy)-propyl]-4-piperidinyl]-1,2-benzisoxazole fumarate). As a reaction SMILES: [F:1][C:2]1[CH:16]=[CH:15][C:5]2[C:6]([CH:9]3[CH2:14][CH2:13][NH:12][CH2:11][CH2:10]3)=[N:7][O:8][C:4]=2[CH:3]=1.C([O-])([O-])=O.[K+].[K+].[CH3:23][O:24][C:25]1[CH:30]=[CH:29][CH:28]=[CH:27][C:26]=1CCCCl.[C:35]([OH:42])(=[O:41])/[CH:36]=[CH:37]/[C:38]([OH:40])=[O:39]>C(#N)C.C(O)C>[C:35]([OH:42])(=[O:41])/[CH:36]=[CH:37]/[C:38]([OH:40])=[O:39].[F:1][C:2]1[CH:16]=[CH:15][C:5]2[C:6]([CH:9]3[CH2:10][CH2:11][N:12]([CH2:36][CH2:37][CH2:38][O:39][C:26]4[CH:27]=[CH:28][CH:29]=[CH:30][C:25]=4[O:24][CH3:23])[CH2:13][CH2:14]3)=[N:7][O:8][C:4]=2[CH:3]=1 |f:1.2.3,8.9|. Reported procedure: A stirred mixture of 6-fluoro-(4-piperidinyl)-1,2-benzisoxazole (2.45 g; 11.1 mmol), K2CO3 (2.0 g), and 3-(2-methoxyphenyl)propyl chloride (3.5 g, 17.4 mmol) in acetonitrile (40 ml) was heated at 90° C. for 4 hours. At the end of the reaction, the solvent was removed, and the solids were dissolved into dichloromethane (100 ml). The solution was washed with water and brine, then dried over MgSO4. The crude material from the solution was combined with 1.2 g of crude material prepared in the same f...